This data is from the Open Reaction Database (ORD), a public repository of structured organic reaction records. The task is: describe an organic reaction: reactants, conditions, products, and yield Reactants: Cl.[N+](=O)([O-])C1=CC=C(OC2CCNCC2)C=C1 (4-(4-nitrophenoxy)piperidine hydrochloride), BrCCOC1=CC=C(C=C1)[N+](=O)[O-] (1-bromo-2-(4-nitrophenoxy)ethane), C(=O)([O-])[O-].[K+].[K+] (K2CO3), CN(C)C=O (DMF). Run in C(Cl)Cl (CH2Cl2). Run at temperature 90 celsius. The product is [N+](=O)([O-])C1=CC=C(OCCN2CCC(CC2)OC2=CC=C(C=C2)[N+](=O)[O-])C=C1 (N-2-(4-nitrophenoxy)ethyl-4-(4-nitrophenoxy)piperidine). Yield: 75.7%. RXN SMILES: Cl.[N+:2]([C:5]1[CH:17]=[CH:16][C:8]([O:9][CH:10]2[CH2:15][CH2:14][NH:13][CH2:12][CH2:11]2)=[CH:7][CH:6]=1)([O-:4])=[O:3].Br[CH2:19][CH2:20][O:21][C:22]1[CH:27]=[CH:26][C:25]([N+:28]([O-:30])=[O:29])=[CH:24][CH:23]=1.C([O-])([O-])=O.[K+].[K+].CN(C=O)C>C(Cl)Cl>[N+:28]([C:25]1[CH:26]=[CH:27][C:22]([O:21][CH2:20][CH2:19][N:13]2[CH2:12][CH2:11][CH:10]([O:9][C:8]3[CH:16]=[CH:17][C:5]([N+:2]([O-:4])=[O:3])=[CH:6][CH:7]=3)[CH2:15][CH2:14]2)=[CH:23][CH:24]=1)([O-:30])=[O:29] |f:0.1,3.4.5|. Procedure: A mixture of 4-(4-nitrophenoxy)piperidine hydrochloride (1.15 g, 5.80 mmol), 1-bromo-2-(4-nitrophenoxy)ethane (1.43 g, 5.80 mmol), K2CO3 (1.60 g, 11.80 mmol), and DMF (15 mL) was heated at 90° C. for 6 hours. The mixture was cooled, diluted with CH2Cl2, and washed with water. The organic phase was dried (MgSO4) and concentrated to give 1.70 g (80%) of N-2-(4-nitrophenoxy)ethyl-4-(4-nitrophenoxy)piperidine as a yellow solid. 1H NMR (DMSO-d6): δ8.10 (m, 4H), 7.05 (d, 4H), 4.60 (m, 1H), 4.15 (t, 2H... The reactants are BrCCCCCCCOC=1C=C2C=CN(C2=CC1)C1=CC=C(C=C1)F (5-(7-Bromo-heptyloxy)-1-(4-fluoro-phenyl)-1H-indole), N1CCCCC1 (piperidine). Yields the product FC1=CC=C(C=C1)N1C=CC2=CC(=CC=C12)OCCCCCCCN1CCCCC1 (1-(4-Fluoro-phenyl)-5-(7-piperidin-1-yl-heptyloxy)-1H-indole). As a reaction SMILES: Br[CH2:2][CH2:3][CH2:4][CH2:5][CH2:6][CH2:7][CH2:8][O:9][C:10]1[CH:11]=[C:12]2[C:16](=[CH:17][CH:18]=1)[N:15]([C:19]1[CH:24]=[CH:23][C:22]([F:25])=[CH:21][CH:20]=1)[CH:14]=[CH:13]2.[NH:26]1[CH2:31][CH2:30][CH2:29][CH2:28][CH2:27]1>>[F:25][C:22]1[CH:23]=[CH:24][C:19]([N:15]2[C:16]3[C:12](=[CH:11][C:10]([O:9][CH2:8][CH2:7][CH2:6][CH2:5][CH2:4][CH2:3][CH2:2][N:26]4[CH2:31][CH2:30][CH2:29][CH2:28][CH2:27]4)=[CH:18][CH:17]=3)[CH:13]=[CH:14]2)=[CH:20][CH:21]=1. Reported procedure: In analogy to example 2.2, 5-(7-Bromo-heptyloxy)-1-(4-fluoro-phenyl)-1H-indole and piperidine were converted to yield 1-(4-Fluoro-phenyl)-5-(7-piperidin-1-yl-heptyloxy)-1H-indole as colorless gum, MS: 408 (MH+). The product is COC(=O)CC(=O)CCCCl. As a reaction SMILES: [C:1]([CH2:2][C:3](=[O:4])[CH3:5])(=[O:6])[O:7][CH3:8].[CH3:20][OH:21].[CH3:23][c:24]1[cH:25][cH:26][cH:27][cH:28][cH:29]1.[Ca+2:10].[Cl-:12].[Cl:13][CH2:14][CH2:15][CH2:16][C:17]([OH:18])=[O:19].[ClH:22].[OH-:11].[OH-:9]>>[C:1]([CH2:2][C:3](=[O:4])[CH2:5][CH2:15][CH2:14][Cl:13])(=[O:6])[O:7][CH3:8]. Starting materials: COC(=O)CC(C)=O, CO, Cc1ccccc1, [Ca+2], [Cl-], O=C(O)CCCCl, Cl, [OH-], [OH-]. The reactants are BrC=1SC(=CN1)C=O (2-bromothiazole-5-carbaldehyde), CC1(OB(OC1(C)C)C1=NN(C=C1)C(=O)OC(C)(C)C)C (tert-butyl 3-(4,4,5,5-tetramethyl-1,3,2-dioxaborolan-2-yl)-1H-pyrazole-1-carboxylate), C(=O)([O-])[O-].[Na+].[Na+] (Na2CO3), CO.C(Cl)Cl (MeOH DCM). Reagents/catalysts: C=1C=CC(=CC1)[P](C=2C=CC=CC2)(C=3C=CC=CC3)[Pd]([P](C=4C=CC=CC4)(C=5C=CC=CC5)C=6C=CC=CC6)([P](C=7C=CC=CC7)(C=8C=CC=CC8)C=9C=CC=CC9)[P](C=1C=CC=CC1)(C=1C=CC=CC1)C=1C=CC=CC1 (Pd(PPh3)4). Solvent: C1(=CC=CC=C1)C (toluene), CCO (EtOH). Reaction conditions: temperature 100 celsius, time 1 hour. Yields the product N1N=C(C=C1)C=1SC(=CN1)C=O (2-(1H-pyrazol-3-yl)thiazole-5-carbaldehyde). Isolated yield 33.5%. Reaction SMILES: Br[C:2]1[S:3][C:4]([CH:7]=[O:8])=[CH:5][N:6]=1.CC1(C)C(C)(C)OB([C:17]2[CH:21]=[CH:20][N:19](C(OC(C)(C)C)=O)[N:18]=2)O1.C([O-])([O-])=O.[Na+].[Na+].CO.C(Cl)Cl>C1(C)C=CC=CC=1.CCO.C1C=CC([P]([Pd]([P](C2C=CC=CC=2)(C2C=CC=CC=2)C2C=CC=CC=2)([P](C2C=CC=CC=2)(C2C=CC=CC=2)C2C=CC=CC=2)[P](C2C=CC=CC=2)(C2C=CC=CC=2)C2C=CC=CC=2)(C2C=CC=CC=2)C2C=CC=CC=2)=CC=1>[NH:18]1[CH:17]=[CH:21][C:20]([C:2]2[S:3][C:4]([CH:7]=[O:8])=[CH:5][N:6]=2)=[N:19]1 |f:2.3.4,5.6,^1:54,56,75,94|. Procedure details: To a solution of 2-bromothiazole-5-carbaldehyde (0.8 g, 4.16 mmol) in toluene (6 mL) and EtOH (5 mL), tert-butyl 3-(4,4,5,5-tetramethyl-1,3,2-dioxaborolan-2-yl)-1H-pyrazole-1-carboxylate (1.8 g, 6.2 mmol), 2M Na2CO3 (6.2 mL, 12.4 mmol) and Pd(PPh3)4 (0.45 mg, 0.4 mmol) were added under argon. The mixture was degassed, heated to 100° C., stirred for 1 h. After completion of the reaction, by monitoring with TLC (5% MeOH\DCM), the resulting mixture was filtered with Celite® reagent and the filtrate... Starting materials: FC1=NC=CC(=C1C=O)I (2-fluoro-4-iodopyridine-3-carboxaldehyde), CC(C)=CC (2-methyl-2-butene), P(=O)([O-])([O-])[O-].[Na+].[Na+].[Na+] (sodium phosphate), monohydrate, aqueous solution, Cl (hydrochloric acid), Cl(=O)[O-].[Na+] (sodium chlorite). The solvent is C(C)(C)(C)O (tert-butanol), O (water), ClCCl (dichloromethane). Reaction conditions: time 75 minute. Product: FC1=C(C(=O)O)C(=CC=N1)I (2-fluoro-4-iodonicotinic acid). Isolated yield 100.0%. As a reaction SMILES: [F:1][C:2]1[C:7]([CH:8]=[O:9])=[C:6]([I:10])[CH:5]=[CH:4][N:3]=1.CC(=CC)C.P([O-])([O-])([O-])=[O:17].[Na+].[Na+].[Na+].Cl([O-])=O.[Na+].Cl>C(O)(C)(C)C.O.ClCCl>[F:1][C:2]1[N:3]=[CH:4][CH:5]=[C:6]([I:10])[C:7]=1[C:8]([OH:17])=[O:9] |f:2.3.4.5,6.7|. Reported procedure: To a stirred solution of 2-fluoro-4-iodopyridine-3-carboxaldehyde (10.0 g, 39.8 mmol) in tert-butanol (350 mL) and water (100 mL) at room temperature were added 2-methyl-2-butene (42.1 ml, 398 mmol), sodium phosphate, monobasic, monohydrate (60.5 g, 438 mmol) and sodium chlorite (18.0 g, 199 mmol). The reaction mixture was stirred at room temperature for 75 min. The reaction mixture was diluted with dichloromethane and a 6M aqueous solution of hydrochloric acid was added until pH ˜2. The water l... Starting materials: ClC1=CC(=NC=N1)N (6-chloropyrimidin-4-amine), C(C)(C)N(CC)C(C)C (diisopropylethylamine), N1(CCNCCC1)C(=O)OC(C)(C)C (tert-Butyl 1,4-diazepane-1-carboxylate). Solvent: C(CCC)O (n-butanol). Conditions: temperature 150 celsius, time 18 hour. Product: NC1=CC(=NC=N1)N1CCN(CCC1)C(=O)OC(C)(C)C (Tert-butyl 4-(6-aminopyrimidin-4-yl)-1,4-diazepane-1-carboxylate). RXN SMILES: Cl[C:2]1[N:7]=[CH:6][N:5]=[C:4]([NH2:8])[CH:3]=1.C(N(C(C)C)CC)(C)C.[N:18]1([C:25]([O:27][C:28]([CH3:31])([CH3:30])[CH3:29])=[O:26])[CH2:24][CH2:23][CH2:22][NH:21][CH2:20][CH2:19]1>C(O)CCC>[NH2:8][C:4]1[N:5]=[CH:6][N:7]=[C:2]([N:21]2[CH2:22][CH2:23][CH2:24][N:18]([C:25]([O:27][C:28]([CH3:31])([CH3:30])[CH3:29])=[O:26])[CH2:19][CH2:20]2)[CH:3]=1. Procedure details: 6-Chloropyrimidin-4-amine 7-2 (0.4 g, 3.09 mmol) and diisopropylethylamine (0.399 g, 3.09 mmol) were suspended in n-butanol. tert-Butyl 1,4-diazepane-1-carboxylate 15-1 (0.618 g, 3.09 mmol) was then added. The reaction was stirred at 150° C. for 18 hours and then the product was filtered off, washed with n-butanol and ethyl ether and then air dried. 1H-NMR (CD3OD): 7.95 ppm (s, 1H); 5.65 ppm (s, 1H); 3.73 ppm (m, 2H); 3.61 ppm (m, 3H); 3.55 ppm (t, 1H); 3.38 ppm (m, 1H); 3.34 ppm (m, 1H); 1.89 p... Reactants: C(C)(C)(C)[Si](C)(C)OCC1=C(OC(=C1)CB1OCC(CO1)(C)C)C (tert-butyl({5-[(5,5-dimethyl-1,3,2-dioxaborinan-2-yl)methyl]-2-methylfuran-3-yl}methoxy)dimethylsilane), ClC1=NC=C(C=C1)C(F)(F)F (2-chloro-5-trifluoromethylpyridine), C([O-])([O-])=O.[Na+].[Na+] (sodium carbonate), COCCOC (1,2-dimethoxyethane). Reagents/catalysts: C=1C=CC(=CC1)[P](C=2C=CC=CC2)(C=3C=CC=CC3)[Pd]([P](C=4C=CC=CC4)(C=5C=CC=CC5)C=6C=CC=CC6)([P](C=7C=CC=CC7)(C=8C=CC=CC8)C=9C=CC=CC9)[P](C=1C=CC=CC1)(C=1C=CC=CC1)C=1C=CC=CC1 (tetrakis(triphenylphosphine)palladium(0)). Solvent: O (water). Run at time 8 hour. The product is CC=1OC(=CC1CO)C1=NC=C(C=C1)C(F)(F)F ([2-methyl-5-(5-{trifluoromethyl}pyridin-2-yl)furan-3-yl]methanol). The yield is 62.8%. RXN SMILES: C([Si]([O:8][CH2:9][C:10]1[CH:14]=[C:13]([CH2:15]B2OCC(C)(C)CO2)[O:12][C:11]=1[CH3:24])(C)C)(C)(C)C.ClC1[CH:31]=[CH:30][C:29]([C:32]([F:35])([F:34])[F:33])=[CH:28][N:27]=1.C(=O)([O-])[O-].[Na+].[Na+].COCCOC>C1C=CC([P]([Pd]([P](C2C=CC=CC=2)(C2C=CC=CC=2)C2C=CC=CC=2)([P](C2C=CC=CC=2)(C2C=CC=CC=2)C2C=CC=CC=2)[P](C2C=CC=CC=2)(C2C=CC=CC=2)C2C=CC=CC=2)(C2C=CC=CC=2)C2C=CC=CC=2)=CC=1.O>[CH3:24][C:11]1[O:12][C:13]([C:15]2[CH:31]=[CH:30][C:29]([C:32]([F:35])([F:34])[F:33])=[CH:28][N:27]=2)=[CH:14][C:10]=1[CH2:9][OH:8] |f:2.3.4,^1:51,53,72,91|. Procedure: A mixture of tert-butyl({5-[(5,5-dimethyl-1,3,2-dioxaborinan-2-yl)methyl]-2-methylfuran-3-yl}methoxy)dimethylsilane (2.4 g), 2-chloro-5-trifluoromethylpyridine (1.8 g), tetrakis(triphenylphosphine)palladium(0) (0.4 g), 2N aqueous sodium carbonate solution (7 mL) and 1,2-dimethoxyethane (20 mL) was stirred overnight with refluxing under an argon atmosphere. The reaction mixture was poured into water, and the mixture was extracted with ethyl acetate. The organic layer was washed with saturated bri...